This data is from the Open Reaction Database (ORD), a public repository of structured organic reaction records. The task is: describe an organic reaction: reactants, conditions, products, and yield Starting materials: NC1=CC=CC(=N1)CCO (2-(6-amino-2-pyridyl)ethanol), C(C)(=S)O (thioacetic acid), C1(=CC=CC=C1)P(C1=CC=CC=C1)C1=CC=CC=C1 (Triphenyl phosphine), N(=NC(=O)OCC)C(=O)OCC (diethyl azodicarboxylate). Solvent: O1CCCC1 (tetrahydrofuran), O1CCCC1 (tetrahydrofuran). Run at time 5 minute. Product: C(C)(=O)SCCC1=CC=CC(=N1)N (6-(2-Acetylthioethyl)-2-pyridylamine). Reaction SMILES: C1(P(C2C=CC=CC=2)C2C=CC=CC=2)C=CC=CC=1.N(C(OCC)=O)=NC(OCC)=O.[NH2:32][C:33]1[N:38]=[C:37]([CH2:39][CH2:40]O)[CH:36]=[CH:35][CH:34]=1.[C:42]([OH:45])(=[S:44])[CH3:43]>O1CCCC1>[C:42]([S:44][CH2:40][CH2:39][C:37]1[N:38]=[C:33]([NH2:32])[CH:34]=[CH:35][CH:36]=1)(=[O:45])[CH3:43]. Procedure: Triphenyl phosphine (2.36 g) was dissolved in tetrahydrofuran (40 ml). To the solution was added, at −20° C., diethyl azodicarboxylate (1.56 g). The mixture was stirred for 5 minutes, to which was added a solution of 2-(6-amino-2-pyridyl)ethanol (0.62 g) in tetrahydrofuran (2 ml). The mixture was stirred for one minutes, to which was added thioacetic acid (0.64 ml), followed by stirring for 4 hours at 25° C. The reaction mixture was concentrated under reduced pressure. The concentrate was purifi... Reactants: solution, C[Si]([N-][Si](C)(C)C)(C)C.[Li+] (lithium hexamethyldisilazide), C(C)(C)(C)OC(=O)C1(CN(C(C1)=O)[C@H](C)C1=CC=CC=C1)CC1OC1 (3-(Oxiran-2-ylmethyl)-5-oxo-1-[(1R)-1-phenylethyl]pyrrolidine-3-carboxylic acid tert-butyl ester). Solvent: O1CCCC1 (tetrahydrofuran), O1CCCC1 (tetrahydrofuran). The product is C(C)(C)(C)OC(=O)[C@@]12CN(C([C@H]2CC(C1)O)=O)[C@H](C)C1=CC=CC=C1 ((1S,5S)-7-Hydroxy-4-oxo-3-[(1R)-1-phenylethyl]-3-azabicyclo[3.3.0]octan-1-ylcarboxylic acid tert-butyl ester). The yield is 25.5%. RXN SMILES: [C:1]([O:5][C:6]([C:8]1([CH2:22][CH:23]2[CH2:25][O:24]2)[CH2:12][C:11](=[O:13])[N:10]([C@@H:14]([C:16]2[CH:21]=[CH:20][CH:19]=[CH:18][CH:17]=2)[CH3:15])[CH2:9]1)=[O:7])([CH3:4])([CH3:3])[CH3:2].C[Si](C)(C)[N-][Si](C)(C)C.[Li+]>O1CCCC1>[C:1]([O:5][C:6]([C@@:8]12[CH2:22][CH:23]([OH:24])[CH2:25][C@@H:12]1[C:11](=[O:13])[N:10]([C@@H:14]([C:16]1[CH:21]=[CH:20][CH:19]=[CH:18][CH:17]=1)[CH3:15])[CH2:9]2)=[O:7])([CH3:2])([CH3:4])[CH3:3] |f:1.2|. Reported procedure: 3-(Oxiran-2-ylmethyl)-5-oxo-1-[(1R)-1-phenylethyl]pyrrolidine-3-carboxylic acid tert-butyl ester (4.2 g, 12.16 mmol) was dissolved in tetrahydrofuran (50 mL). A 1 M solution of lithium hexamethyldisilazide in tetrahydrofuran (18 mL, 1.5 equivalents) was added in an argon atmosphere at −78° C., and the mixture was gradually heated. When the reaction temperature reached about room temperature, the reaction was quenched with an ammonium chloride solution, followed by extraction with ethyl acetate. ... Starting materials: N1=CN=CC(=C1)NC1=CC=C(C=C1)C(C)=O (4'-[N-(pyrimidin-5-yl)amino]acetophenone), BrC1=CC=C(CBr)C=C1 (4-bromobenzyl bromide). The product is BrC1=CC=C(CN(C=2C=NC=NC2)C2=CC=C(C=C2)C(C)=O)C=C1 (4'-[N-(4-Bromobenzyl)-N-(pyrimidin-5-yl)amino]acetophenone). RXN SMILES: [N:1]1[CH:6]=[C:5]([NH:7][C:8]2[CH:13]=[CH:12][C:11]([C:14](=[O:16])[CH3:15])=[CH:10][CH:9]=2)[CH:4]=[N:3][CH:2]=1.[Br:17][C:18]1[CH:25]=[CH:24][C:21]([CH2:22]Br)=[CH:20][CH:19]=1>>[Br:17][C:18]1[CH:25]=[CH:24][C:21]([CH2:22][N:7]([C:8]2[CH:9]=[CH:10][C:11]([C:14](=[O:16])[CH3:15])=[CH:12][CH:13]=2)[C:5]2[CH:6]=[N:1][CH:2]=[N:3][CH:4]=2)=[CH:20][CH:19]=1. Procedure details: Starting compounds: 4'-[N-(pyrimidin-5-yl)amino]acetophenone and 4-bromobenzyl bromide Procedure details: To a solution of (isocyanoimino)triphenylphosphorane (978 mg, 3.24 mmol) in anhydrous CH2Cl2 (30 mL) was added dropwise a solution of 3-(2-(naphthalen-1-yl)acetamido)thiophene-2-carboxylic acid (340 mg, 1.09 mmol) in anhydrous CH2Cl2 (27 mL). The resulting mixture was stirred at room temperature under nitrogen overnight and evaporated under reduced pressure. Purification by flash chromatography (silica, 30:70 ethyl acetate/hexane) gave N-(2-(1,3,4-oxadiazol-2-yl)thiophen-3-yl)-2-(naphthalen-1-yl... As a reaction SMILES: [N+:1]([N:3]=P(C1C=CC=CC=1)(C1C=CC=CC=1)C1C=CC=CC=1)#[C-:2].[C:23]1([CH2:33][C:34]([NH:36][C:37]2[CH:41]=[CH:40][S:39][C:38]=2[C:42]([OH:44])=O)=[O:35])[C:32]2[C:27](=[CH:28][CH:29]=[CH:30][CH:31]=2)[CH:26]=[CH:25][CH:24]=1>C(Cl)Cl>[O:44]1[CH:2]=[N:1][N:3]=[C:42]1[C:38]1[S:39][CH:40]=[CH:41][C:37]=1[NH:36][C:34](=[O:35])[CH2:33][C:23]1[C:32]2[C:27](=[CH:28][CH:29]=[CH:30][CH:31]=2)[CH:26]=[CH:25][CH:24]=1. Product: O1C(=NN=C1)C=1SC=CC1NC(CC1=CC=CC2=CC=CC=C12)=O (N-(2-(1,3,4-oxadiazol-2-yl)thiophen-3-yl)-2-(naphthalen-1-yl)acetamide). Run at time 8 hour. The solvent is C(Cl)Cl (CH2Cl2), C(Cl)Cl (CH2Cl2). Reactants: [N+](#[C-])N=P(C1=CC=CC=C1)(C1=CC=CC=C1)C1=CC=CC=C1 ((isocyanoimino)triphenylphosphorane), C1(=CC=CC2=CC=CC=C12)CC(=O)NC1=C(SC=C1)C(=O)O (3-(2-(naphthalen-1-yl)acetamido)thiophene-2-carboxylic acid). The yield is 12.3%. Starting materials: CS(C)=O, CC(=O)Nc1nc2ccc(-c3ccnc(Cl)n3)cc2s1, NN1CCCCC1. The product is CC(=O)Nc1nc2ccc(-c3ccnc(NN4CCCCC4)n3)cc2s1. RXN SMILES: [CH3:28][S:29]([CH3:30])=[O:31].[Cl:1][c:2]1[n:3][cH:4][cH:5][c:6](-[c:8]2[cH:9][c:10]3[c:11]([n:12][c:13]([NH:15][C:16]([CH3:17])=[O:18])[s:14]3)[cH:19][cH:20]2)[n:7]1.[N:21]1([NH2:27])[CH2:22][CH2:23][CH2:24][CH2:25][CH2:26]1>>[c:2]1([NH:27][N:21]2[CH2:22][CH2:23][CH2:24][CH2:25][CH2:26]2)[n:3][cH:4][cH:5][c:6](-[c:8]2[cH:9][c:10]3[c:11]([n:12][c:13]([NH:15][C:16]([CH3:17])=[O:18])[s:14]3)[cH:19][cH:20]2)[n:7]1. The product is C(C)OC(=O)C=1N=C(NC1)SC1=CN=C(S1)NC(=O)N(C1CCCCC1)C1CCCCC1 (2-[2-(3,3-Dicyclohexyl-ureido)-thiazol-5-ylsulfanyl]-1H-imidazole-4-carboxylic acid ethyl ester). Reactants: BrC1=CN=C(S1)NC(N(C1CCCCC1)C1CCCCC1)=O (3-(5-bromo-thiazol-2-yl)-1,1-dicyclohexyl-urea), C(C)OC(=O)C=1N=C(NC1)S (ethyl-2-mercapto-1H-imidazole-4-carboxylate). As a reaction SMILES: Br[C:2]1[S:6][C:5]([NH:7][C:8](=[O:22])[N:9]([CH:16]2[CH2:21][CH2:20][CH2:19][CH2:18][CH2:17]2)[CH:10]2[CH2:15][CH2:14][CH2:13][CH2:12][CH2:11]2)=[N:4][CH:3]=1.[CH2:23]([O:25][C:26]([C:28]1[N:29]=[C:30]([SH:33])[NH:31][CH:32]=1)=[O:27])[CH3:24]>>[CH2:23]([O:25][C:26]([C:28]1[N:29]=[C:30]([S:33][C:2]2[S:6][C:5]([NH:7][C:8]([N:9]([CH:16]3[CH2:21][CH2:20][CH2:19][CH2:18][CH2:17]3)[CH:10]3[CH2:15][CH2:14][CH2:13][CH2:12][CH2:11]3)=[O:22])=[N:4][CH:3]=2)[NH:31][CH:32]=1)=[O:27])[CH3:24]. Reported procedure: Prepared as described in general procedure (E) using 3-(5-bromo-thiazol-2-yl)-1,1-dicyclohexyl-urea and ethyl-2-mercapto-1H-imidazole-4-carboxylate. Reactants: C([O-])([O-])=O.[K+].[K+] (potassium carbonate), CC1(OB(OC1(C)C)C1=CC=C(C=C1)CC(=O)OC)C (methyl 2-(4-(4,4,5,5-tetramethyl-1,3,2-dioxaborolan-2-yl)phenyl)acetate), ClC=1C=C(C=CC1)C1=CC(=C2C(=N1)CCC2)C=O (2-(3-chlorophenyl)-6,7-dihydro-5H-cyclopenta[b]pyridine-4-carbaldehyde). Reagents/catalysts: [Pd](Cl)Cl (palladium chloride), C1(=CC=CC2=CC=CC=C12)P(C1=CC=CC2=CC=CC=C12)C1=CC=CC2=CC=CC=C12 (trinaphthyl phosphine). Solvent: O1CCOCC1 (dioxane). Run at temperature 100 celsius. Yields the product ClC=1C=C(C=CC1)C1=CC(=C2C(=N1)CCC2)C(C2=CC=C(C=C2)CC(=O)OCC)O (ethyl 2-(4-((2-(3-chlorophenyl)-6,7-dihydro-5H-cyclopenta[b]pyridin-4-yl)(hydroxy)methyl)phenyl)acetate). Yield: 73.2%. Reaction SMILES: [Cl:1][C:2]1[CH:3]=[C:4]([C:8]2[N:13]=[C:12]3[CH2:14][CH2:15][CH2:16][C:11]3=[C:10]([CH:17]=[O:18])[CH:9]=2)[CH:5]=[CH:6][CH:7]=1.[C:19](=O)([O-])[O-].[K+].[K+].CC1(C)C(C)(C)OB([C:33]2[CH:38]=[CH:37][C:36]([CH2:39][C:40]([O:42][CH3:43])=[O:41])=[CH:35][CH:34]=2)O1>O1CCOCC1.[Pd](Cl)Cl.C1(P(C2C3C(=CC=CC=3)C=CC=2)C2C3C(=CC=CC=3)C=CC=2)C2C(=CC=CC=2)C=CC=1>[Cl:1][C:2]1[CH:3]=[C:4]([C:8]2[N:13]=[C:12]3[CH2:14][CH2:15][CH2:16][C:11]3=[C:10]([CH:17]([OH:18])[C:33]3[CH:34]=[CH:35][C:36]([CH2:39][C:40]([O:42][CH2:43][CH3:19])=[O:41])=[CH:37][CH:38]=3)[CH:9]=2)[CH:5]=[CH:6][CH:7]=1 |f:1.2.3|. Reported procedure: To a suspension of 2-(3-chlorophenyl)-6,7-dihydro-5H-cyclopenta[b]pyridine-4-carbaldehyde (0.210 g, 0.81 mmol) in dioxane (10 mL) was added palladium chloride (0.007 g, 0.040 mmol), trinaphthyl phosphine (0.017 g, 0.040 mmol), potassium carbonate 0.336 g, 2.43 mmol), and methyl 2-(4-(4,4,5,5-tetramethyl-1,3,2-dioxaborolan-2-yl)phenyl)acetate (0.200 g, 0.97 mmol). The mixture was purged with nitrogen and then heated to 100° C. under sealed conditions for 16 h. After this time, the mixture was dil...